Dataset: the Open Reaction Database (ORD), a public repository of structured organic reaction records. Task: describe an organic reaction: reactants, conditions, products, and yield Reactants: CCOC(=O)C (EtOAc), N(=[N+]=[N-])C(C)C=1N=C2N(C(C1C1=CC=CC=C1)=O)C(=CS2)C (7-(1-azidoethyl)-3-methyl-6-phenyl-5H-[1,3]thiazolo[3,2-a]pyrimidin-5-one), CP(C)C (trimethylphosphine). Solvent: O1CCCC1 (tetrahydrofuran), O (water), O1CCCC1 (tetrahydrofuran). Run at time 1 hour. Yields the product NC(C)C=1N=C2N(C(C1C1=CC=CC=C1)=O)C(=CS2)C (7-(1-aminoethyl)-3-methyl-6-phenyl-5H-[1,3]thiazolo[3,2-a]pyrimidin-5-one). RXN SMILES: [N:1]([CH:4]([C:6]1[N:7]=[C:8]2[S:21][CH:20]=[C:19]([CH3:22])[N:9]2[C:10](=[O:18])[C:11]=1[C:12]1[CH:17]=[CH:16][CH:15]=[CH:14][CH:13]=1)[CH3:5])=[N+]=[N-].CP(C)C.CCOC(C)=O>O1CCCC1.O>[NH2:1][CH:4]([C:6]1[N:7]=[C:8]2[S:21][CH:20]=[C:19]([CH3:22])[N:9]2[C:10](=[O:18])[C:11]=1[C:12]1[CH:17]=[CH:16][CH:15]=[CH:14][CH:13]=1)[CH3:5]. Procedure details: To a stirred solution of 7-(1-azidoethyl)-3-methyl-6-phenyl-5H-[1,3]thiazolo[3,2-a]pyrimidin-5-one (0.044 g, 0.14 mmol) in tetrahydrofuran (0.4 mL) and water (0.102 mL) was added 1.0 M of trimethylphosphine in tetrahydrofuran (0.17 mL) at room temperature and the mixture was stirred at room temperature for 1 hour. To the mixture was added EtOAc and the mixture was extracted twice with 1 N HCl. The combined extracts were neutralized with solid sodium bicarbonate and extracted with methylene chlor...